From a dataset of the Open Reaction Database (ORD), a public repository of structured organic reaction records. describe an organic reaction: reactants, conditions, products, and yield Reactants: CC(C)C(C(=O)OC(C)(C)C)N1Cc2ccccc2NC1=O, CS(C)=O, Clc1cccc(CBr)c1, [H-], [Na+]. The product is CC(C)C(C(=O)OC(C)(C)C)N1Cc2ccccc2N(Cc2cccc(Cl)c2)C1=O. RXN SMILES: [C:1]([CH3:2])([CH3:3])([CH3:4])[O:5][C:6]([CH:7]([CH:8]([CH3:9])[CH3:10])[N:11]1[C:12](=[O:21])[NH:13][c:14]2[cH:15][cH:16][cH:17][cH:18][c:19]2[CH2:20]1)=[O:22].[CH3:34][S:35]([CH3:36])=[O:37].[Cl:23][c:24]1[cH:25][c:26]([CH2:27][Br:28])[cH:29][cH:30][cH:31]1.[H-:32].[Na+:33]>>[C:1]([CH3:2])([CH3:3])([CH3:4])[O:5][C:6]([CH:7]([CH:8]([CH3:9])[CH3:10])[N:11]1[C:12](=[O:21])[N:13]([CH2:27][c:26]2[cH:25][c:24]([Cl:23])[cH:31][cH:30][cH:29]2)[c:14]2[cH:15][cH:16][cH:17][cH:18][c:19]2[CH2:20]1)=[O:22]. Reactants: CCCCCCCCCCCC(=O)O, CCCCCCCCCCCc1ccc(C(=O)OCc2ccccc2)c(C(=O)O)c1, [Cl-], O=C(OCc1ccccc1)c1ccc(O)cc1. The product is CCCCCCCCCCCc1ccc(C(=O)O)c(C(=O)O)c1. Reaction SMILES: [C:49]([OH:50])(=[O:51])[CH2:52][CH2:53][CH2:54][CH2:55][CH2:56][CH2:57][CH2:58][CH2:59][CH2:60][CH2:61][CH3:62].[CH2:1]([CH2:2][CH2:3][CH2:4][CH2:5][CH2:6][CH2:7][CH2:8][CH2:9][CH2:10][CH3:11])[c:12]1[cH:13][c:14]([C:28](=[O:29])[OH:30])[c:15]([C:16](=[O:17])[O:18][CH2:19][c:20]2[cH:21][cH:22][cH:23][cH:24][cH:25]2)[cH:26][cH:27]1.[Cl-:48].[OH:31][c:32]1[cH:33][cH:34][c:35]([C:36]([O:37][CH2:38][c:39]2[cH:40][cH:41][cH:42][cH:43][cH:44]2)=[O:45])[cH:46][cH:47]1>>[CH2:1]([CH2:2][CH2:3][CH2:4][CH2:5][CH2:6][CH2:7][CH2:8][CH2:9][CH2:10][CH3:11])[c:12]1[cH:13][c:14]([C:28](=[O:29])[OH:30])[c:15]([C:16](=[O:17])[OH:18])[cH:26][cH:27]1. Starting materials: C1(CC1)[Mg]Br (Cyclopropylmagnesium bromide), Cl.ClC1=CC=NC=C1 (4-chloropyridine hydrochloride). The solvent is C1CCOC1 (THF). The product is ClC1=CC(=NC=C1)C1CC1 (4-Chloro-2-cyclopropyl-pyridine). RXN SMILES: [CH:1]1([Mg]Br)[CH2:3][CH2:2]1.Cl.[Cl:7][C:8]1[CH:13]=[CH:12][N:11]=[CH:10][CH:9]=1>C1COCC1>[Cl:7][C:8]1[CH:13]=[CH:12][N:11]=[C:10]([CH:1]2[CH2:2][CH2:3]2)[CH:9]=1 |f:1.2|. Procedure details: The title compound is prepared according to a modification of a procedure described in the literature [Comins, D. L.; Mantlo, N. B., Journal of Organic Chemistry, (1985), 50, 4410-4411]. Cyclopropylmagnesium bromide (0.5M in THF, 100 mL, 50 mmol, 2.2 eq) is added in one portion to a cold (−78° C.) suspension of 4-chloropyridine hydrochloride (3.4 g, 22 mmol) in THF (68 mL).